This data is from the Open Reaction Database (ORD), a public repository of structured organic reaction records. The task is: describe an organic reaction: reactants, conditions, products, and yield Reactants: [Li+].[OH-] (LiOH), C(C)NC(NC1=CC(=C(C=N1)C=1C=C2C(C(=CN(C2=CN1)CC=1N=CN(C1)C)C(=O)OCC)=O)C=1SC=C(N1)C=1C=NN(C1)C)=O (ethyl 6-(6-(3-ethylureido)-4-(4-(1-methyl-1H-pyrazol-4-yl)thiazol-2-yl)pyridin-3-yl)-1-((1-methyl-1H-imidazol-4-yl)methyl)-4-oxo-1,4-dihydro-1,7-naphthyridine-3-carboxylate), C1CCOC1 (THF). Run in CO (MeOH). Reaction conditions: time 2 hour. The product is C(C)NC(NC1=CC(=C(C=N1)C=1C=C2C(C(=CN(C2=CN1)CC=1N=CN(C1)C)C(=O)O)=O)C=1SC=C(N1)C=1C=NN(C1)C)=O (6-(6-(3-ethylureido)-4-(4-(1-methyl-1H-pyrazol-4-yl)thiazol-2-yl)pyridin-3-yl)-1-((1-methyl-1H-imidazol-4-yl)methyl)-4-oxo-1,4-dihydro-1,7-naphthyridine-3-carboxylic acid). As a reaction SMILES: [Li+].[OH-].[CH2:3]([NH:5][C:6](=[O:48])[NH:7][C:8]1[N:13]=[CH:12][C:11]([C:14]2[CH:15]=[C:16]3[C:21](=[CH:22][N:23]=2)[N:20]([CH2:24][C:25]2[N:26]=[CH:27][N:28]([CH3:30])[CH:29]=2)[CH:19]=[C:18]([C:31]([O:33]CC)=[O:32])[C:17]3=[O:36])=[C:10]([C:37]2[S:38][CH:39]=[C:40]([C:42]3[CH:43]=[N:44][N:45]([CH3:47])[CH:46]=3)[N:41]=2)[CH:9]=1)[CH3:4].C1COCC1>CO>[CH2:3]([NH:5][C:6](=[O:48])[NH:7][C:8]1[N:13]=[CH:12][C:11]([C:14]2[CH:15]=[C:16]3[C:21](=[CH:22][N:23]=2)[N:20]([CH2:24][C:25]2[N:26]=[CH:27][N:28]([CH3:30])[CH:29]=2)[CH:19]=[C:18]([C:31]([OH:33])=[O:32])[C:17]3=[O:36])=[C:10]([C:37]2[S:38][CH:39]=[C:40]([C:42]3[CH:43]=[N:44][N:45]([CH3:47])[CH:46]=3)[N:41]=2)[CH:9]=1)[CH3:4] |f:0.1|. Reported procedure: 2N LiOH (1 mL) was added to a mixture of ethyl 6-(6-(3-ethylureido)-4-(4-(1-methyl-1H-pyrazol-4-yl)thiazol-2-yl)pyridin-3-yl)-1-((1-methyl-1H-imidazol-4-yl)methyl)-4-oxo-1,4-dihydro-1,7-naphthyridine-3-carboxylate, 86.3 mg, 0.14 mmol) in MeOH (imp and THF (1 mL). The resulting solution was stirred at room temperature for two hours. The solvent was removed and the residue was diluted with water and acidified with 1N HCl. The precipitated product was collected by filtration and washed with water a... Reaction SMILES: [C:1]([O:5][C:6](=[O:25])[N:7]([CH2:16][C:17]1[CH:22]=[CH:21][C:20]([CH2:23][OH:24])=[CH:19][CH:18]=1)[CH2:8][C:9]1[C:14]([OH:15])=[CH:13][CH:12]=[CH:11][N:10]=1)([CH3:4])([CH3:3])[CH3:2]>C(Cl)Cl.O=[Mn]=O>[C:1]([O:5][C:6](=[O:25])[N:7]([CH2:16][C:17]1[CH:18]=[CH:19][C:20]([CH:23]=[O:24])=[CH:21][CH:22]=1)[CH2:8][C:9]1[C:14]([OH:15])=[CH:13][CH:12]=[CH:11][N:10]=1)([CH3:4])([CH3:2])[CH3:3]. The reagents and catalysts are O=[Mn]=O (MnO2). Isolated yield 82.4%. Reactants: C(C)(C)(C)OC(N(CC1=NC=CC=C1O)CC1=CC=C(C=C1)CO)=O ((4-hydroxymethyl-benzyl)-(3-hydroxy-pyridin-2-ylmethyl)-carbamic acid tert-butyl ester). Run in C(Cl)Cl (CH2Cl2). Yields the product C(C)(C)(C)OC(N(CC1=NC=CC=C1O)CC1=CC=C(C=C1)C=O)=O ((4-Formyl-benzyl)-(3-hydroxy-pyridin-2-ylmethyl)-carbamic acid tert-butyl ester). Procedure details: A solution of (4-hydroxymethyl-benzyl)-(3-hydroxy-pyridin-2-ylmethyl)-carbamic acid tert-butyl ester (0.99 g, 2.9 mmol) in CH2Cl2 (14 mL) was stirred at room temperature with a suspension of 85% MnO2 (3.0 g, 29 mmol) for 15 hours. The catalyst was removed by filtration, and the filtrate was concentrated to give orange crystals (818 mg, 83%). 1H NMR (CDCl3) □ 1.44 (s, 9H), 4.54 (s, 2H), 4.61 (s, 2H), 7.17 (dd, 1H, J=8.1, 4.5 Hz), 7.26 (dd, 1H, J=8.1, 1.5 Hz), 7.37 (d, 2H, J=8.1 Hz), 7.84 (d, 2H, ... Reactants: CC(=O)CC(C)=O, CCOCC, CCO, Cl, COc1ccc(C(N)=O)c(Nc2ccccc2)c1. Product: [Cl-], COc1ccc2c(c1)[NH+](c1ccccc1)C(C)=NC2=O. RXN SMILES: [C:19]([CH3:20])([CH2:21][C:22](=[O:23])[CH3:24])=[O:25].[CH2:30]([O:31][CH2:32][CH3:33])[CH3:34].[CH3:27][CH2:28][OH:29].[ClH:26].[NH:1]([c:2]1[cH:3][cH:4][cH:5][cH:6][cH:7]1)[c:8]1[c:9]([C:10](=[O:11])[NH2:12])[cH:13][cH:14][c:15]([O:17][CH3:18])[cH:16]1>>[Cl-:26].[NH+:1]1([c:2]2[cH:3][cH:4][cH:5][cH:6][cH:7]2)[c:8]2[c:9]([cH:13][cH:14][c:15]([O:17][CH3:18])[cH:16]2)[C:10](=[O:11])[N:12]=[C:19]1[CH3:20]. The reactants are COC(C(Cl)(Cl)Cl)NC(C1=C(C=CC=C1)O)=O (N-(1'-methoxy-2',2',2'-trichloroethyl)-2-hydroxy benzamide), N1=CC=CC=C1 (pyridine), C(C)(=O)Cl (acetyl chloride). Run in O (water). Reaction conditions: time 30 minute. Yields the product COC(C(Cl)(Cl)Cl)NC(C1=C(C=CC=C1)OC(C)=O)=O (N-(1'-methoxy-2',2',2'-trichloroethyl)-2-acetoxy benzamide). Isolated yield 77.1%. RXN SMILES: [CH3:1][O:2][CH:3]([NH:8][C:9](=[O:17])[C:10]1[CH:15]=[CH:14][CH:13]=[CH:12][C:11]=1[OH:16])[C:4]([Cl:7])([Cl:6])[Cl:5].N1C=CC=CC=1.[C:24](Cl)(=[O:26])[CH3:25]>O>[CH3:1][O:2][CH:3]([NH:8][C:9](=[O:17])[C:10]1[CH:15]=[CH:14][CH:13]=[CH:12][C:11]=1[O:16][C:24](=[O:26])[CH3:25])[C:4]([Cl:7])([Cl:6])[Cl:5]. Reported procedure: To 2.5 g of N-(1'-methoxy-2',2',2'-trichloroethyl)-2-hydroxy benzamide was added 20 g of pyridine and maintained at below -10° C., 1.5 g of acetyl chloride was added dropwise and then allowed at room temperature for about 30 minutes, and poured into water to give a crystal which was recrystalized by using methanol to obtain 2.2 g white crystal of N-(1'-methoxy-2',2',2'-trichloroethyl)-2-acetoxy benzamide. Starting materials: FC=1C(=NC2=CC=CC(=C2N1)C1=CC=2C(NCCC2N1)=O)C (2-(3-fluoro-2-methylquinoxalin-5-yl)-6,7-dihydro-1H-pyrrolo[3,2-c]pyridin-4(5H)-one), C(CC)N (propan-1-amine). Run at temperature 100 celsius. The product is CC1=NC2=CC=CC(=C2N=C1NCCC)C1=CC=2C(NCCC2N1)=O (2-(2-methyl-3-(propylamino)quinoxalin-5-yl)-6,7-dihydro-1H-pyrrolo[3,2-c]pyridin-4(5H)-one). Yield: 57.0%. RXN SMILES: F[C:2]1[C:3]([CH3:22])=[N:4][C:5]2[C:10]([N:11]=1)=[C:9]([C:12]1[NH:20][C:19]3[CH2:18][CH2:17][NH:16][C:15](=[O:21])[C:14]=3[CH:13]=1)[CH:8]=[CH:7][CH:6]=2.[CH2:23]([NH2:26])[CH2:24][CH3:25]>>[CH3:22][C:3]1[C:2]([NH:26][CH2:23][CH2:24][CH3:25])=[N:11][C:10]2[C:5](=[CH:6][CH:7]=[CH:8][C:9]=2[C:12]2[NH:20][C:19]3[CH2:18][CH2:17][NH:16][C:15](=[O:21])[C:14]=3[CH:13]=2)[N:4]=1. Procedure details: Prepared similarly to that described in Example 131 using 2-(3-fluoro-2-methylquinoxalin-5-yl)-6,7-dihydro-1H-pyrrolo[3,2-c]pyridin-4(5H)-one (Example 126; 50 mg, 0.169 mmol) and propan-1-amine (41.6 μl, 0.506 mmol, Aldrich), heating at 100° C. for 2 h. Purification by silica gel (100% DCM to 5% MeOH/DCM) provided 2-(2-methyl-3-(propylamino)quinoxalin-5-yl)-6,7-dihydro-1H-pyrrolo[3,2-c]pyridin-4(5H)-one (57% yield). 1H NMR (400 MHz, DMSO-d6) δ ppm 1.07 (t, J=7.34 Hz, 3H) 1.80 (sxt, J=7.39 Hz, 2H... The reactants are Cc1c(NC(=O)CC(C)(C)C)cc2c(c1C)OC(C)(C)C2c1ccc(Br)cc1, [Li]CCCC, C1CCOC1, CN(C)C=O, O. Product: Cc1c(NC(=O)CC(C)(C)C)cc2c(c1C)OC(C)(C)C2c1ccc(C=O)cc1. Reaction SMILES: [Br:1][c:2]1[cH:3][cH:4][c:5]([CH:8]2[C:9]([CH3:27])([CH3:28])[O:10][c:11]3[c:12]2[cH:13][c:14]([NH:19][C:20]([CH2:21][C:22]([CH3:23])([CH3:24])[CH3:25])=[O:26])[c:15]([CH3:18])[c:16]3[CH3:17])[cH:6][cH:7]1.[CH2:29]([Li:30])[CH2:31][CH2:32][CH3:33].[CH2:40]1[O:41][CH2:42][CH2:43][CH2:44]1.[O:34]=[CH:35][N:36]([CH3:37])[CH3:38].[OH2:39]>>[c:2]1([CH:35]=[O:34])[cH:3][cH:4][c:5]([CH:8]2[C:9]([CH3:27])([CH3:28])[O:10][c:11]3[c:12]2[cH:13][c:14]([NH:19][C:20]([CH2:21][C:22]([CH3:23])([CH3:24])[CH3:25])=[O:26])[c:15]([CH3:18])[c:16]3[CH3:17])[cH:6][cH:7]1. Starting materials: FC1=CC=C(C=C1)C1=C(OC(=O)C2=CC=CC=C12)C(=O)O (4-(4-fluorophenyl)isocoumarin-3-carboxylic acid), C(C)(C)N (isopropylamine). Run in C(C)O (ethanol). Conditions: temperature 100 celsius. Product: FC1=CC=C(C=C1)C1=C(N(C(C2=CC=CC=C12)=O)C(C)C)C(=O)O (4-(4-fluorophenyl)-2-isopropyl-1-oxo-1,2-dihydroisoquinoline-3-carboxylic acid). RXN SMILES: [F:1][C:2]1[CH:7]=[CH:6][C:5]([C:8]2[C:18]3[C:13](=[CH:14][CH:15]=[CH:16][CH:17]=3)[C:11](=O)[O:10][C:9]=2[C:19]([OH:21])=[O:20])=[CH:4][CH:3]=1.[CH:22]([NH2:25])([CH3:24])[CH3:23]>C(O)C>[F:1][C:2]1[CH:7]=[CH:6][C:5]([C:8]2[C:18]3[C:13](=[CH:14][CH:15]=[CH:16][CH:17]=3)[C:11](=[O:10])[N:25]([CH:22]([CH3:24])[CH3:23])[C:9]=2[C:19]([OH:21])=[O:20])=[CH:4][CH:3]=1. Reported procedure: A mixture of 4-(4-fluorophenyl)isocoumarin-3-carboxylic acid (59.8 g) and isopropylamine (210 ml) in ethanol (610 ml) was heated in a sealed pressure vessel at 100° C. for 16 hours. The mixture was then evaporated to dryness and the resulting residue was suspended in water (500 ml) and extracted with diethyl ether (100 ml). The layers were separated, and the aqueous layer was acidified to pH1 by treatment with concentrated hydrochloric acid. The precipitate was filtered off, washed with water, a... Reactants: [BH3-]C#N.[Na+] (NaBH3CN), COC1=CC2=C(C3CCC4CNCC43CC2)C=C1 (2-Methoxy-5,6,6a,7,8,9,10,11-octahydro-4bH-benzo[4,5]indeno[1,7a-c]pyrrole), COC1=CC2=C(C3CCC4CNCC43CC2)C=C1 (2-Methoxy-5,6,6a,7,8,9,10,11-octahydro-4bH-benzo[4,5]indeno[1,7a-c]pyrrole), C=O (paraformaldehyde). Solvent: CO (methanol). Reaction conditions: time 30 minute. Product: COC1=CC2=C(C3CCC4CN(CC43CC2)C)C=C1 (2-Methoxy-8-methyl-5,6,6a,7,8,9,10,11-octahydro-4bH-benzo[4,5]indeno[1,7a-c]pyrrole). Isolated yield 98.9%. As a reaction SMILES: [CH3:1][O:2][C:3]1[CH:18]=[CH:17][C:6]2[CH:7]3[C:14]4([CH2:15][CH2:16][C:5]=2[CH:4]=1)[CH:10]([CH2:11][NH:12][CH2:13]4)[CH2:9][CH2:8]3.C=O.[BH3-][C:22]#N.[Na+]>CO>[CH3:1][O:2][C:3]1[CH:18]=[CH:17][C:6]2[CH:7]3[C:14]4([CH2:15][CH2:16][C:5]=2[CH:4]=1)[CH:10]([CH2:11][N:12]([CH3:22])[CH2:13]4)[CH2:9][CH2:8]3 |f:2.3|. Procedure details: 2-Methoxy-5,6,6a,7,8,9,10,11-octahydro-4bH-benzo[4,5]indeno[1,7a-c]pyrrole (Example 1A, compound 1A-a) (220.0 mg, 0.90 mmol) and paraformaldehyde (810 mg, 2.7 mmol) were stirred in methanol (10 mL) at rt for 30 min. NaBH3CN was added and stirring was continued for 30 min. The mixture was quenched with 1N NaOH (10 mL), extracted with CH2Cl2 (20 mL×4). The combined organic layers were dried over sodium sulfate, filtered and concentrated in vacuo providing 230.1 mg (98.9%) of the title compound 1B ... Starting materials: ClC1=CC(=CC=C1)C(=O)OO (3-Chloroperbenzoic acid), FC1=CC=C(C=C1)C=1C(=C(C=CC1)C(C)C)C=O (4'-fluoro-3-(1-methylethyl)[1,1'-biphenyl]-2-carboxaldehyde). Solvent: ClCCl (dichloromethane). Run at time 8 hour. Product: C(=O)OC=1C(=CC=CC1C(C)C)C1=CC=C(C=C1)F (4'-fluoro-3-(1-methylethyl)[1,1'biphenyl]-2-ol formate). The yield is 66.1%. RXN SMILES: ClC1C=CC=C([C:8]([O:10]O)=[O:9])C=1.[F:12][C:13]1[CH:18]=[CH:17][C:16]([C:19]2[C:20](C=O)=[C:21]([CH:25]([CH3:27])[CH3:26])[CH:22]=[CH:23][CH:24]=2)=[CH:15][CH:14]=1>ClCCl>[CH:8]([O:10][C:20]1[C:19]([C:16]2[CH:15]=[CH:14][C:13]([F:12])=[CH:18][CH:17]=2)=[CH:24][CH:23]=[CH:22][C:21]=1[CH:25]([CH3:26])[CH3:27])=[O:9]. Reported procedure: 3-Chloroperbenzoic acid (4.73 g) was added to a solution of 4'-fluoro-3-(1-methylethyl)[1,1'-biphenyl]-2-carboxaldehyde (3.55 g) in dichloromethane (100 mL) and the reaction mixture was stirred at room temperature overnight. The precipitated solids were removed by filtration and the filtrate was washed in turn with water, saturated sodium bisulfite solution, sodium bicarbonate solution and brine. After the dried (MgSO4) organic layer was evaporated, the crude product was purified by HPLC (ethyl ...